Task: describe an organic reaction: reactants, conditions, products, and yield. Dataset: the Open Reaction Database (ORD), a public repository of structured organic reaction records Reactants: B(O)O (boronic acid), C(=O)(O)CCC1=CC=C(C=C1)C=1C([C@@H]2CC[C@]3([C@@]4(CC[C@@]5([C@@H]([C@H]4CC[C@@H]3[C@]2(CC1)C)[C@@H](CC5)C(=C)C)C(=O)O)C)C)(C)C ((1R,3aS,5aR,5bR,7aR,11aS,11bR,13aR,13bR)-9-(4-(2-carboxyethyl)phenyl)-5a,5b,8,8,11a-pentamethyl-1-(prop-1-en-2-yl)-2,3,3a,4,5,5a,5b,6,7,7a,8,11,11a,11b,12,13,13a,13b-octadecahydro-1H-cyclopenta[a]chrysene-3a-carboxylic acid), B(O)(O)C=1C=C(C=CC1)/C=C/C(=O)O ((E)-3-(3-boronophenyl)acrylic acid). The product is C(=O)(O)CCC=1C=C(C=CC1)C=1C([C@@H]2CC[C@]3([C@@]4(CC[C@@]5([C@@H]([C@H]4CC[C@@H]3[C@]2(CC1)C)[C@@H](CC5)C(=C)C)C(=O)O)C)C)(C)C ((1R,3aS,5aR,5bR,7aR,11aS,11bR,13aR,13bR)-9-(3-(2-carboxyethyl)phenyl)-5a,5b,8,8,11a-pentamethyl-1-(prop-1-en-2-yl)-2,3,3a,4,5,5a,5b,6,7,7a,8,11,11a,11b,12,13,13a,13b-octadecahydro-1H-cyclopenta[a]chrysene-3a-carboxylic acid), solid. The yield is 80.0%. As a reaction SMILES: C(CCC1C=CC([C:12]2[C:13]([CH3:43])([CH3:42])[C@H:14]3[C@:27]([CH3:30])([CH2:28][CH:29]=2)[C@@H:26]2[C@:17]([CH3:41])([C@@:18]4([CH3:40])[C@H:23]([CH2:24][CH2:25]2)[C@H:22]2[C@H:31]([C:34]([CH3:36])=[CH2:35])[CH2:32][CH2:33][C@:21]2([C:37]([OH:39])=[O:38])[CH2:20][CH2:19]4)[CH2:16][CH2:15]3)=CC=1)(O)=O.B([C:47]1[CH:48]=[C:49](/[CH:53]=[CH:54]/[C:55]([OH:57])=[O:56])[CH:50]=[CH:51][CH:52]=1)(O)O.B(O)O>>[C:55]([CH2:54][CH2:53][C:49]1[CH:48]=[C:47]([C:12]2[C:13]([CH3:43])([CH3:42])[C@H:14]3[C@:27]([CH3:30])([CH2:28][CH:29]=2)[C@@H:26]2[C@:17]([CH3:41])([C@@:18]4([CH3:40])[C@H:23]([CH2:24][CH2:25]2)[C@H:22]2[C@H:31]([C:34]([CH3:36])=[CH2:35])[CH2:32][CH2:33][C@:21]2([C:37]([OH:39])=[O:38])[CH2:20][CH2:19]4)[CH2:16][CH2:15]3)[CH:52]=[CH:51][CH:50]=1)([OH:57])=[O:56]. Procedure: The title compound was prepared following the method described above for compound (1R,3aS,5aR,5bR,7aR,11aS,11bR,13aR,13bR)-9-(4-(2-carboxyethyl)phenyl)-5a,5b,8,8,11a-pentamethyl-1-(prop-1-en-2-yl)-2,3,3a,4,5,5a,5b,6,7,7a,8,11,11a,11b,12,13,13a,13b-octadecahydro-1H-cyclopenta[a]chrysene-3a-carboxylic acid (example 4a) using (E)-3-(3-boronophenyl)acrylic acid as the reactant boronic acid. The product was isolated as a white solid (34.4 mg, 80%). LCMS: m/e 585.63 (M−H)−, 6.47 min (method 3). 1H NMR... Starting materials: C1CCOC1, CCOC(Cc1ccc(OCCc2nc(-c3ccccc3)oc2C)c(OC)c1)C(=O)O, CCOC(C(=O)N1C(=O)OCC1Cc1ccccc1)C(O)c1ccc(OCCc2nc(-c3ccccc3)oc2C)c(C)c1, CC[SiH](CC)CC, CCOC(Cc1ccc(OCCc2nc(-c3ccccc3)oc2C)c(C)c1)C(=O)N1C(=O)OCC1Cc1ccccc1, [Na+], [OH-], O=C(O)C(F)(F)F. Yields the product CCOC(Cc1ccc(OCCc2nc(-c3ccccc3)oc2C)c(C)c1)C(=O)O. RXN SMILES: [CH2:133]1[O:134][CH2:135][CH2:136][CH2:137]1.[CH2:1]([CH3:2])[O:3][CH:4]([C:5](=[O:6])[OH:7])[CH2:8][c:9]1[cH:10][c:11]([O:30][CH3:31])[c:12]([O:15][CH2:16][CH2:17][c:18]2[n:19][c:20](-[c:24]3[cH:25][cH:26][cH:27][cH:28][cH:29]3)[o:21][c:22]2[CH3:23])[cH:13][cH:14]1.[CH2:32]([CH:33]1[CH2:34][O:35][C:36](=[O:37])[N:38]1[C:39](=[O:40])[CH:41]([O:42][CH2:43][CH3:44])[CH:45]([OH:46])[c:47]1[cH:48][cH:49][c:50]([O:51][CH2:52][CH2:53][c:54]2[n:55][c:56](-[c:57]3[cH:58][cH:59][cH:60][cH:61][cH:62]3)[o:63][c:64]2[CH3:65])[c:66]([CH3:67])[cH:68]1)[c:69]1[cH:70][cH:71][cH:72][cH:73][cH:74]1.[CH2:75]([SiH:76]([CH2:77][CH3:78])[CH2:79][CH3:80])[CH3:81].[CH2:82]([CH:83]1[CH2:84][O:85][C:86](=[O:87])[N:88]1[C:89](=[O:90])[CH:91]([O:92][CH2:93][CH3:94])[CH2:95][c:96]1[cH:97][cH:98][c:99]([O:100][CH2:101][CH2:102][c:103]2[n:104][c:105](-[c:106]3[cH:107][cH:108][cH:109][cH:110][cH:111]3)[o:112][c:113]2[CH3:114])[c:115]([CH3:116])[cH:117]1)[c:118]1[cH:119][cH:120][cH:121][cH:122][cH:123]1.[Na+:125].[OH-:124].[OH:126][C:127]([C:128]([F:129])([F:130])[F:131])=[O:132]>>[CH2:1]([CH3:2])[O:3][CH:4]([C:5](=[O:6])[OH:7])[CH2:8][c:9]1[cH:10][c:11]([CH3:32])[c:12]([O:15][CH2:16][CH2:17][c:18]2[n:19][c:20](-[c:24]3[cH:25][cH:26][cH:27][cH:28][cH:29]3)[o:21][c:22]2[CH3:23])[cH:13][cH:14]1. Starting materials: Cl (hydrochloric acid), Cl.C(CCC)OC([C@@H](NC([C@H]1N(CCC1)C([C@@H]1N(C(CC1)=O)C(=O)OCC1=CC=CC=C1)=O)=O)CCCNC(N)=N)OCCCC (N-benzyloxycarbonyl-D-pyroglutamyl-L-prolyl-L-argininal dibutylacetal hydrochloride), [OH-].[Na+] (sodium hydroxide). Run in C(C)#N (acetonitrile). Yields the product Cl.C(C1=CC=CC=C1)OC(=O)N1[C@H](CCC1=O)C(=O)N1[C@H](C(=O)N[C@@H](CCCNC(N)=N)C=O)CCC1 (N-benzyloxycarbonyl-D-pyroglutamyl-L-prolyl-L-argininal hydrochloride). Yield: 100.0%. Reaction SMILES: [ClH:1].Cl.C([O:7][CH:8](OCCCC)[C@H:9]([CH2:36][CH2:37][CH2:38][NH:39][C:40](=[NH:42])[NH2:41])[NH:10][C:11](=[O:35])[C@@H:12]1[CH2:16][CH2:15][CH2:14][N:13]1[C:17](=[O:34])[C@H:18]1[CH2:22][CH2:21][C:20](=[O:23])[N:19]1[C:24]([O:26][CH2:27][C:28]1[CH:33]=[CH:32][CH:31]=[CH:30][CH:29]=1)=[O:25])CCC.[OH-].[Na+]>C(#N)C>[ClH:1].[CH2:27]([O:26][C:24]([N:19]1[C:20](=[O:23])[CH2:21][CH2:22][C@@H:18]1[C:17]([N:13]1[CH2:14][CH2:15][CH2:16][C@H:12]1[C:11]([NH:10][C@H:9]([CH:8]=[O:7])[CH2:36][CH2:37][CH2:38][NH:39][C:40](=[NH:41])[NH2:42])=[O:35])=[O:34])=[O:25])[C:28]1[CH:33]=[CH:32][CH:31]=[CH:30][CH:29]=1 |f:1.2,3.4,6.7|. Procedure details: After 1N hydrochloric acid aqueous solution (30 ml) was added to a solution of N-benzyloxycarbonyl-D-pyroglutamyl-L-prolyl-L-argininal dibutylacetal hydrochloride (0.40 g, 0.60 mmol) in acetonitrile (60 ml), the mixture was reacted at 36° C. for 1.5 hour with stirring. After completion of the reaction, pH of the reaction mixture was adjusted to 4.8 with 1N sodium hydroxide aqueous solution. The solvent was distilled off under reduced pressure and chloroform was added to the residue. Insoluble ma...